Dataset: the Open Reaction Database (ORD), a public repository of structured organic reaction records. Task: describe an organic reaction: reactants, conditions, products, and yield The reactants are CC=1NC=CC1C1=CC=C(C=C1)I (2-methyl-3-(4-iodophenyl)pyrrole), alcohol, [Li+].[BH4-] (LiBH4). The product is N1C=CC=C1 (pyrrole), C1=CNC(=C1)CC2=CC=CN2 (dipyrromethane). Reaction SMILES: [Li+].[BH4-].[CH3:3][C:4]1[NH:5][CH:6]=[CH:7][C:8]=1C1C=CC(I)=CC=1>>[NH:5]1[CH:6]=[CH:7][CH:8]=[CH:4]1.[CH:8]1[CH:7]=[C:6]([CH2:3][C:4]2[NH:5][CH:6]=[CH:7][CH:8]=2)[NH:5][CH:4]=1 |f:0.1|. Reported procedure: The synthesis of the β-substituted EH begins in the same manner as the prior synthesis of β-substituted dipyrromethanes (Balasubramanian, T.; Lindsey, J. S. Tetrahedron 1999, 55, 6771-6784) but employs a number of significant improvements (FIG. 14). The iodophenyl substituted pyrrole (3) is readily prepared from 4-iodobenzaldehyde, monoethyl malonate, and tosylmethylisocyanide. The ethoxycarbonyl group was removed by treatment with NaOH in ethylene glycol at 160° C. to give the 3-(4-iodophenyl)p... Reactants: [H-].[Na+] (sodium hydride), ice water, O1CCCC1 (tetrahydrofuran), C1(=CC=CC=C1)C(N1CCN(CC1)CCOC(C)O)C1=CC=CC=C1 ([2-[4-(diphenylmethyl)-1-piperazinyl]ethoxy]ethanol), ClC=1C(=CC=2N(N1)N=CN2)C(C)C (6-chloro-7-isopropyl[1,2,4]triazolo[1,5-b]pyridazine). The product is C1(=CC=CC=C1)C(N1CCN(CC1)CCOCCOC=1C(=CC=2N(N1)N=CN2)C(C)C)C2=CC=CC=C2 (6-[2-[2-[4-(Diphenylmethyl)-1-piperazinyl]ethoxy]ethoxy]-7-isopropyl[1,2,4]triazolo[1,5-b]pyridazine). Reaction SMILES: [H-].[Na+].[C:3]1([CH:9]([C:22]2[CH:27]=[CH:26][CH:25]=[CH:24][CH:23]=2)[N:10]2[CH2:15][CH2:14][N:13]([CH2:16][CH2:17][O:18][CH:19](O)[CH3:20])[CH2:12][CH2:11]2)[CH:8]=[CH:7][CH:6]=[CH:5][CH:4]=1.Cl[C:29]1[C:30]([CH:38]([CH3:40])[CH3:39])=[CH:31][C:32]2[N:33]([N:35]=[CH:36][N:37]=2)[N:34]=1.[O:41]1CCCC1>>[C:22]1([CH:9]([C:3]2[CH:8]=[CH:7][CH:6]=[CH:5][CH:4]=2)[N:10]2[CH2:11][CH2:12][N:13]([CH2:16][CH2:17][O:18][CH2:19][CH2:20][O:41][C:29]3[C:30]([CH:38]([CH3:40])[CH3:39])=[CH:31][C:32]4[N:33]([N:35]=[CH:36][N:37]=4)[N:34]=3)[CH2:14][CH2:15]2)[CH:27]=[CH:26][CH:25]=[CH:24][CH:23]=1 |f:0.1|. Procedure details: 160 mg of 60% sodium hydride in oil was suspended in 20 ml of tetrahydrofuran; 1.20 g of [2-[4-(diphenylmethyl)-1-piperazinyl]ethoxy]ethanol was added, followed by heating and refluxing for 1 hour. After cooling, 610 mg of 6-chloro-7-isopropyl[1,2,4]triazolo[1,5-b]pyridazine was added, followed by heating and refluxing for 1 hour. After cooling, ice water was added, followed by extraction with ethyl acetate; the extract was washed with saturated saline, dried over magnesium sulfate and concentra... Reactants: [N+](=O)([O-])C=1C(=C(C(=O)[O-])C=CC1NC(CC1=CC=CC=C1)=O)CC (3-nitro-4-phenylacetylamino-ethylbenzoate), C(C)O (ethanol), C(C)(=O)O (acetic acid). Reagents/catalysts: [Fe] (iron). Reaction conditions: time 40 hour. Yields the product C(C1=CC=CC=C1)C=1N=C2C(N1)=CC=C(C2=C=O)OCC (2-benzyl-5-ethoxy-carbonylbenzimidazole). As a reaction SMILES: [N+:1]([C:4]1[C:5]([CH2:23]C)=[C:6]([CH:10]=[CH:11][C:12]=1[NH:13][C:14](=O)[CH2:15][C:16]1[CH:21]=[CH:20][CH:19]=[CH:18][CH:17]=1)C([O-])=O)([O-])=O.[CH2:25]([OH:27])[CH3:26].C(O)(=[O:30])C>[Fe]>[CH2:15]([C:14]1[N:1]=[C:4]2[C:5](=[C:23]=[O:30])[C:6]([O:27][CH2:25][CH3:26])=[CH:10][CH:11]=[C:12]2[N:13]=1)[C:16]1[CH:17]=[CH:18][CH:19]=[CH:20][CH:21]=1. Reported procedure: A mixture of 3-nitro-4-phenylacetylamino-ethylbenzoate (3.60 g), ethanol (47 ml), acetic acid (23 ml) and iron (6.4 g) is refluxed by heating for four hours. Solids are separated through filtration and the filtrate is concentrated. Ethanol (50 ml) and 35% hydrochloric acid (5 g) are added to the residue and the solution is stirred for 40 hours as it is refluxed by heating. The solution is neutralized with sodium bicarbonate and chloroform extraction is performed. The organic layer is concentrate... Reaction SMILES: [C:1]([Si:2]([CH3:3])([CH3:4])[O:6][c:7]1[cH:8][c:9]([CH2:10][CH:11]2[C:12](=[O:45])[N:13]3[CH2:14][CH2:15][CH2:16][CH:17]([C:18](=[O:43])[O:19][CH2:20][CH2:21][CH2:22][CH2:23][CH:24]=[CH:25][CH2:26][CH2:27][CH:28]([O:41][CH3:42])[CH:29]([CH3:40])[C:30](=[O:39])[NH:31][CH:32]([CH:36]([CH3:37])[CH3:38])[C:33](=[O:35])[NH:34]2)[NH:44]3)[cH:46][cH:47][cH:48]1)([CH3:5])([CH3:49])[CH3:50].[C:51](=[O:52])([OH:53])[O-:54].[Na+:55].[O:56]1[CH2:57][CH2:58][CH2:59][CH2:60]1>>[OH:6][c:7]1[cH:8][c:9]([CH2:10][CH:11]2[C:12](=[O:45])[N:13]3[CH2:14][CH2:15][CH2:16][CH:17]([C:18](=[O:43])[O:19][CH2:20][CH2:21][CH2:22][CH2:23][CH:24]=[CH:25][CH2:26][CH2:27][CH:28]([O:41][CH3:42])[CH:29]([CH3:40])[C:30](=[O:39])[NH:31][CH:32]([CH:36]([CH3:37])[CH3:38])[C:33](=[O:35])[NH:34]2)[NH:44]3)[cH:46][cH:47][cH:48]1. The reactants are COC1CCC=CCCCCOC(=O)C2CCCN(N2)C(=O)C(Cc2cccc(O[Si](C)(C)C(C)(C)C)c2)NC(=O)C(C(C)C)NC(=O)C1C, O=C([O-])O, [Na+], C1CCOC1. Yields the product COC1CCC=CCCCCOC(=O)C2CCCN(N2)C(=O)C(Cc2cccc(O)c2)NC(=O)C(C(C)C)NC(=O)C1C.